This data is from the Open Reaction Database (ORD), a public repository of structured organic reaction records. The task is: describe an organic reaction: reactants, conditions, products, and yield Starting materials: COc1ccc(N)cn1, O=S(=O)(Cl)c1ccc2ccccc2c1. Product: COc1ccc(NS(=O)(=O)c2ccc3ccccc3c2)cn1. As a reaction SMILES: [CH3:1][O:2][c:3]1[cH:4][cH:5][c:6]([NH2:9])[cH:7][n:8]1.[cH:10]1[c:11]([S:20](=[O:21])(=[O:22])[Cl:23])[cH:12][cH:13][c:14]2[cH:15][cH:16][cH:17][cH:18][c:19]12>>[CH3:1][O:2][c:3]1[cH:4][cH:5][c:6]([NH:9][S:20]([c:11]2[cH:10][c:19]3[c:14]([cH:13][cH:12]2)[cH:15][cH:16][cH:17][cH:18]3)(=[O:21])=[O:22])[cH:7][n:8]1. Starting materials: CCO, Cc1ccc(Cl)nn1, NN, O. The product is Cc1ccc(NN)nn1. Reaction SMILES: [CH3:12][CH2:13][OH:14].[Cl:1][c:2]1[n:3][n:4][c:5]([CH3:8])[cH:6][cH:7]1.[NH2:10][NH2:11].[OH2:9]>>[c:2]1([NH:10][NH2:11])[n:3][n:4][c:5]([CH3:8])[cH:6][cH:7]1. The product is C=C1CCCCCCCCCCC(C(=O)O)NC1=O. As a reaction SMILES: [CH2:22]1[CH2:23][CH2:24][NH:25][CH2:26][CH2:27]1.[ClH:28].[O:1]=[C:2]1[NH:3][CH:4]([C:19](=[O:20])[OH:21])[CH2:5][CH2:6][CH2:7][CH2:8][CH2:9][CH2:10][CH2:11][CH2:12][CH2:13][CH2:14][CH:15]1[C:16]([OH:17])=[O:18].[cH:29]1[cH:30][cH:31][n:32][cH:33][cH:34]1>>[O:1]=[C:2]1[NH:3][CH:4]([C:19](=[O:20])[OH:21])[CH2:5][CH2:6][CH2:7][CH2:8][CH2:9][CH2:10][CH2:11][CH2:12][CH2:13][CH2:14][C:15]1=[CH2:16]. The reactants are C1CCNCC1, Cl, O=C(O)C1CCCCCCCCCCC(C(=O)O)C(=O)N1, c1ccncc1. Reactants: CO, CCC(C)(C)c1cccc(NC=O)c1C, [K+], [OH-], O. Yields the product CCC(C)(C)c1cccc(N)c1C. Reaction SMILES: [CH3:18][OH:19].[CH3:1][c:2]1[c:3]([NH:13][CH:14]=[O:15])[cH:4][cH:5][cH:6][c:7]1[C:8]([CH2:9][CH3:10])([CH3:11])[CH3:12].[K+:17].[OH-:16].[OH2:20]>>[CH3:1][c:2]1[c:3]([NH2:13])[cH:4][cH:5][cH:6][c:7]1[C:8]([CH2:9][CH3:10])([CH3:11])[CH3:12].